Dataset: the Open Reaction Database (ORD), a public repository of structured organic reaction records. Task: describe an organic reaction: reactants, conditions, products, and yield Reactants: CO, Cl, N, O, COC(=O)CNC(=O)c1nccnc1O. Yields the product NC(=O)CNC(=O)c1nccnc1O. Reaction SMILES: [CH3:18][OH:19].[ClH:17].[NH3:16].[OH2:20].[OH:1][c:2]1[c:3]([C:8](=[O:9])[NH:10][CH2:11][C:12]([O:14][CH3:13])=[O:15])[n:4][cH:5][cH:6][n:7]1>>[OH:1][c:2]1[c:3]([C:8](=[O:9])[NH:10][CH2:11][C:12](=[O:14])[NH2:16])[n:4][cH:5][cH:6][n:7]1. Starting materials: COC(C1=C(C(=CC=C1)O)N(S(=O)(=O)C1=CC=C(C=C1)OC)CC1=CC=CC=C1)=O (2-[Benzyl-(4-methoxy-benzenesulfonyl)-amino]-3-hydroxy-benzoic acid methyl ester), C(OCCOC)Cl (MEM-Cl). The product is COC(C1=C(C(=CC=C1)OCOCCOC)N(S(=O)(=O)C1=CC=C(C=C1)OC)CC1=CC=CC=C1)=O (2-[Benzyl-(4-methoxy-benzenesulfonyl)-amino]-3-(2-methoxy-ethoxymethoxy)-benzoic acid methyl ester). Yield: 94.0%. Reaction SMILES: [CH3:1][O:2][C:3](=[O:30])[C:4]1[CH:9]=[CH:8][CH:7]=[C:6]([OH:10])[C:5]=1[N:11]([CH2:23][C:24]1[CH:29]=[CH:28][CH:27]=[CH:26][CH:25]=1)[S:12]([C:15]1[CH:20]=[CH:19][C:18]([O:21][CH3:22])=[CH:17][CH:16]=1)(=[O:14])=[O:13].[CH2:31](Cl)[O:32][CH2:33][CH2:34][O:35][CH3:36]>>[CH3:1][O:2][C:3](=[O:30])[C:4]1[CH:9]=[CH:8][CH:7]=[C:6]([O:10][CH2:31][O:32][CH2:33][CH2:34][O:35][CH3:36])[C:5]=1[N:11]([CH2:23][C:24]1[CH:29]=[CH:28][CH:27]=[CH:26][CH:25]=1)[S:12]([C:15]1[CH:20]=[CH:19][C:18]([O:21][CH3:22])=[CH:17][CH:16]=1)(=[O:13])=[O:14]. Reported procedure: In the same manner as described in Example 38, 0.40 g (0.937 mmol) of the product of Example 37 and 0.134 mL (1.171 mmol) of MEM-Cl provided 0.454 g (94%) of the desired product as a colorless oil. Electrospray Mass Spec: 516.2 (M+H)+ Reactants: CC1=C(C=CC=C1)O (2-methylphenol), Na, C1=CC=C(C=C1)[I+]C2=CC=CC=C2C(=O)[O-] (Diphenyliodonium-2-carboxylate), cupric acetate. Solvent: CO (MeOH), CO (MeOH), [OH-].[Na+] (NaOH). Run at temperature 90 celsius, time 10 hour. The product is CC1=C(OC2=C(C(=O)O)C=CC=C2)C=CC=C1 (2-(2-methylphenoxy)benzoic acid). The yield is 64.6%. RXN SMILES: [CH3:1][C:2]1[CH:7]=[CH:6][CH:5]=[CH:4][C:3]=1[OH:8].C1C=CC([I+][C:16]2[C:21]([C:22]([O-:24])=[O:23])=[CH:20][CH:19]=[CH:18][CH:17]=2)=CC=1>CO.[OH-].[Na+]>[CH3:1][C:2]1[CH:7]=[CH:6][CH:5]=[CH:4][C:3]=1[O:8][C:20]1[CH:19]=[CH:18][CH:17]=[CH:16][C:21]=1[C:22]([OH:24])=[O:23] |f:3.4|. Procedure details: A solution of 2-methylphenol (III: R3 =H) (33 g, 305 mmol) in MeOH (100 mL) was treated with Na (2.1 g, 90 mmol), and excess MeOH was removed under reduced pressure. Diphenyliodonium-2-carboxylate (II: R1 =H) (19.6 g, 60 mmol) and cupric acetate (0.5 g) were added and the mixture was stirred at 90° C. for 10 h. The solution was diluted with 2N NaOH, filtered through celite and acidified with HCl. The mixture was then dissolved in 2N K2CO3 and extracted twice with EtOAc to remove excess 2-methylp... Reactants: C1COCCO1, CCOC(C)=O, C=CC[n+]1cccc2ccc(OC)cc21, [I-], [K+], [OH-], O. Yields the product C=CCn1c(=O)ccc2ccc(OC)cc21. Reaction SMILES: [CH2:19]1[O:20][CH2:22][CH2:23][O:21][CH2:24]1.[CH3:26][CH2:27][O:28][C:29]([CH3:30])=[O:31].[CH3:2][O:3][c:4]1[cH:5][cH:6][c:7]2[cH:8][cH:9][cH:10][n+:11]([CH2:14][CH:15]=[CH2:16])[c:12]2[cH:13]1.[I-:1].[K+:18].[OH-:17].[OH2:25]>>[CH3:2][O:3][c:4]1[cH:5][cH:6][c:7]2[cH:8][cH:9][c:10](=[O:21])[n:11]([CH2:14][CH:15]=[CH2:16])[c:12]2[cH:13]1. The reactants are C1(CCCC1)C(C)(C)C1=CC(=CC(=C1)OC)OC (1-(1-Cyclopentyl-1-methyl-ethyl)-3,5-dimethoxy-benzene), C(CCC)C1(SCCS1)C=1C=C(C=C(C1)O)O (5-(2-Butyl-[1,3]dithiolan-2-yl)-benzene-1,3-diol). Run in CCCCCC.C(C)OCC (hexane diethyl ether). Product: C1(CCCC1)C(C)(C)C=1C=C(C=C(C1)O)O (5-(1-Cyclopentyl-1-methyl-ethyl)-benzene-1,3-diol). As a reaction SMILES: [CH:1]1([C:6]([C:9]2[CH:14]=[C:13]([O:15]C)[CH:12]=[C:11]([O:17]C)[CH:10]=2)([CH3:8])[CH3:7])[CH2:5][CH2:4][CH2:3][CH2:2]1.C(C1(C2C=C(O)C=C(O)C=2)SCCS1)CCC>CCCCCC.C(OCC)C>[CH:1]1([C:6]([C:9]2[CH:14]=[C:13]([OH:15])[CH:12]=[C:11]([OH:17])[CH:10]=2)([CH3:8])[CH3:7])[CH2:5][CH2:4][CH2:3][CH2:2]1 |f:2.3|. Procedure details: Compound 20 was prepared from Compound 13 using the same procedure as described above for Compound 16. Yield 1.29 g (72.9%) as a viscous oil. Rf=0.28 (hexane:diethyl ether 6:4); 1H NMR δ 6.44 (d, J=2.1 Hz, 2H), 6.20 (t, J=2.1 Hz, 1H), 5.70 (br s, 2H), 2.02–1.98 (m, 1H), 1.57–1.35 (m, 6H), 1.18 (s, 6H); 13C NMR δ 156.22, 154.66, 105.10, 99.83, 53.24, 50.33, 36.21, 24.99, 24.75; MS: (ESI, Neg.) m/z 219 ([M−H]−). The reactants are BrC=1N=CNC1 (4-bromo-1H-imidazole), ClC1=CC=C(C=C1)B(O)O (4-chlorophenylboronic acid), CC1(OB(OC1(C)C)C=1C=CC2=C(C[C@H]3CC[C@@H](C2)[C@@]32NS(N(C2)CC(F)(F)F)(=O)=O)C1)C ([6S,9R,11R] 2′,3′,4′,5,5′,6,7,8,9,10-Decahydro-2-(4,4,5,5-tetramethyl-[1,3,2]-dioxaborolan-2-yl)-5′-(2,2,2-trifluoroethyl)spiro[6,9-methanobenzocyclooctene-11,3′-[1,2,5]thiadiazole] 1′,1′-dioxide). The product is ClC1=CC=C(C=C1)N1C=NC(=C1)C=1C=CC2=C(C[C@H]3CC[C@@H](C2)[C@@]32NS(N(C2)CC(F)(F)F)(=O)=O)C1 ([6S,9R,11R] 2′,3′,4′,5,5′,6,7,8,9,10-Decahydro-2-(1-(4-chlorophenyl)-imidazol-4-yl)-5′-(2,2,2-trifluoroethyl)-spiro[6,9-methanobenzocyclooctene-11,3′-[1,2,5]thiadiazole] 1′,1′-dioxide). RXN SMILES: Br[C:2]1[N:3]=[CH:4][NH:5][CH:6]=1.[Cl:7][C:8]1[CH:13]=[CH:12][C:11](B(O)O)=[CH:10][CH:9]=1.CC1(C)C(C)(C)OB([C:25]2[CH:26]=[CH:27][C:28]3[CH2:35][C@H:34]4[C@:36]5([CH2:40][N:39]([CH2:41][C:42]([F:45])([F:44])[F:43])[S:38](=[O:47])(=[O:46])[NH:37]5)[C@H:31]([CH2:32][CH2:33]4)[CH2:30][C:29]=3[CH:48]=2)O1>>[Cl:7][C:8]1[CH:13]=[CH:12][C:11]([N:5]2[CH:6]=[C:2]([C:25]3[CH:26]=[CH:27][C:28]4[CH2:35][C@H:34]5[C@:36]6([CH2:40][N:39]([CH2:41][C:42]([F:45])([F:44])[F:43])[S:38](=[O:46])(=[O:47])[NH:37]6)[C@H:31]([CH2:32][CH2:33]5)[CH2:30][C:29]=4[CH:48]=3)[N:3]=[CH:4]2)=[CH:10][CH:9]=1. Procedure details: Prepared from 4-bromo-1H-imidazole, 4-chlorophenylboronic acid and homochiral boronate from Example 24 Step 1 following the procedures in Example 76 Steps 1 and 2. δ (1H, 500 MHz, CDCl3) 1.34-1.42 (2H, m), 1.68-1.75 (2H, m), 2.42-2.50 (2H, m), 2.70-2.82 (2H, m), 3.20-3.28 (2H, m), 3.44 (2H, s), 3.68 (2H, q, J=8.7 Hz), 4.68 (1H, s), 7.12 (1H, d, J=7.8 Hz), 7.38 (2H, d, J=8.7 Hz), 7.47-7.51 (3H, m), 7.56 (1H, d, J=7.8 Hz), 7.62 (1H, s), 7.86 (1H, s). MS (ES+) 537, 539 ([MH]+). The reactants are COCOc1cc(OCOC)c(-c2ccc(C=CC(=O)OC)o2)c(CC(=O)OC)c1Br, CC[SiH](CC)CC, Cc1ccccc1. The product is COCOc1cc(OCOC)c(-c2ccc(CCC(=O)OC)o2)c(CC(=O)OC)c1Br. As a reaction SMILES: [Br:8][c:9]1[c:10]([CH2:34][C:35](=[O:36])[O:37][CH3:38])[c:11](-[c:23]2[cH:24][cH:25][c:26]([CH:28]=[CH:29][C:30](=[O:31])[O:32][CH3:33])[o:27]2)[c:12]([O:19][CH2:20][O:21][CH3:22])[cH:13][c:14]1[O:15][CH2:16][O:17][CH3:18].[CH2:1]([SiH:2]([CH2:3][CH3:4])[CH2:5][CH3:6])[CH3:7].[CH3:39][c:40]1[cH:41][cH:42][cH:43][cH:44][cH:45]1>>[Br:8][c:9]1[c:10]([CH2:34][C:35](=[O:36])[O:37][CH3:38])[c:11](-[c:23]2[cH:24][cH:25][c:26]([CH2:28][CH2:29][C:30](=[O:31])[O:32][CH3:33])[o:27]2)[c:12]([O:19][CH2:20][O:21][CH3:22])[cH:13][c:14]1[O:15][CH2:16][O:17][CH3:18]. Starting materials: C1(=CC=CC=C1)S(=O)(=O)N1C(=CC2=CC(=CC=C12)CO)C1=CC=CC=C1 (1-benzenesulfonyl-5-hydroxymethyl-2-phenylindole), N1C=NC=C1 (imidazole), Cl[Si](C(C)C)(C(C)C)C(C)C (chlorotriisopropylsilane), O (Water). Run in CN(C=O)C (N,N-dimethylformamide). Run at time 20 hour. The product is C1(=CC=CC=C1)S(=O)(=O)N1C(=CC2=CC(=CC=C12)CO[Si](C(C)C)(C(C)C)C(C)C)C1=CC=CC=C1 (1-Benzenesulfonyl-2-phenyl-5-triisopropylsilanyloxymethylindole). Reaction SMILES: [C:1]1([S:7]([N:10]2[C:18]3[C:13](=[CH:14][C:15]([CH2:19][OH:20])=[CH:16][CH:17]=3)[CH:12]=[C:11]2[C:21]2[CH:26]=[CH:25][CH:24]=[CH:23][CH:22]=2)(=[O:9])=[O:8])[CH:6]=[CH:5][CH:4]=[CH:3][CH:2]=1.N1C=CN=C1.Cl[Si:33]([CH:40]([CH3:42])[CH3:41])([CH:37]([CH3:39])[CH3:38])[CH:34]([CH3:36])[CH3:35].O>CN(C)C=O>[C:1]1([S:7]([N:10]2[C:18]3[C:13](=[CH:14][C:15]([CH2:19][O:20][Si:33]([CH:40]([CH3:42])[CH3:41])([CH:37]([CH3:39])[CH3:38])[CH:34]([CH3:36])[CH3:35])=[CH:16][CH:17]=3)[CH:12]=[C:11]2[C:21]2[CH:22]=[CH:23][CH:24]=[CH:25][CH:26]=2)(=[O:8])=[O:9])[CH:6]=[CH:5][CH:4]=[CH:3][CH:2]=1. Reported procedure: To a solution of 1-benzenesulfonyl-5-hydroxymethyl-2-phenylindole (171 mg) in N,N-dimethylformamide (2.4 mL) were added imidazole (128 mg) and chlorotriisopropylsilane (0.150 mL) under cooling with ice, and the mixture was stirred at room temperature for 20 hours. Water was added to the reaction mixture and this resulting mixture was extracted with ethyl acetate. The organic layer was washed with water, dried over anhydrous sodium sulfate and concentrated under reduced pressure. The residue was ... The reactants are Nc1cccc(Br)c1, CC(C)O, Fc1ccc2ncnc(Cl)c2n1, Cl, O. The product is Fc1ccc2ncnc(Nc3cccc(Br)c3)c2n1. Reaction SMILES: [Br:13][c:14]1[cH:15][c:16]([NH2:17])[cH:18][cH:19][cH:20]1.[CH3:23][CH:24]([OH:25])[CH3:26].[Cl:1][c:2]1[c:3]2[c:4]([n:5][cH:6][n:7]1)[cH:8][cH:9][c:10]([F:12])[n:11]2.[ClH:21].[OH2:22]>>[c:2]1([NH:17][c:16]2[cH:15][c:14]([Br:13])[cH:20][cH:19][cH:18]2)[c:3]2[c:4]([n:5][cH:6][n:7]1)[cH:8][cH:9][c:10]([F:12])[n:11]2.